From a dataset of the Open Reaction Database (ORD), a public repository of structured organic reaction records. describe an organic reaction: reactants, conditions, products, and yield The reactants are O=C([O-])[O-], C1COCCO1, COCCCOC(c1ccccc1Br)C1CCCN(S(C)(=O)=O)C1, [Cs+], [Cs+], OB(O)c1ccccc1. Yields the product COCCCOC(c1ccccc1-c1ccccc1)C1CCCN(S(C)(=O)=O)C1. As a reaction SMILES: [C:25](=[O:26])([O-:27])[O-:28].[CH2:40]1[O:41][CH2:42][CH2:43][O:44][CH2:45]1.[CH3:1][S:2](=[O:3])(=[O:4])[N:5]1[CH2:6][CH:7]([CH:11]([c:12]2[c:13]([Br:18])[cH:14][cH:15][cH:16][cH:17]2)[O:19][CH2:20][CH2:21][CH2:22][O:23][CH3:24])[CH2:8][CH2:9][CH2:10]1.[Cs+:29].[Cs+:30].[OH:31][B:32]([OH:33])[c:34]1[cH:35][cH:36][cH:37][cH:38][cH:39]1>>[CH3:1][S:2](=[O:3])(=[O:4])[N:5]1[CH2:6][CH:7]([CH:11]([c:12]2[c:13](-[c:34]3[cH:35][cH:36][cH:37][cH:38][cH:39]3)[cH:14][cH:15][cH:16][cH:17]2)[O:19][CH2:20][CH2:21][CH2:22][O:23][CH3:24])[CH2:8][CH2:9][CH2:10]1.